This data is from the Open Reaction Database (ORD), a public repository of structured organic reaction records. The task is: describe an organic reaction: reactants, conditions, products, and yield Reactants: OC1=CC=C(CN2C=C(C(=C2)C2=CC=CC=C2)CCC(=O)OCC)C=C1 (ethyl 3-[1-(4-hydroxybenzyl)-4-phenyl-3-pyrrolyl]propionate), Cl.ClCC=1N=C(SC1)C (4-chloromethyl-2-methylthiazole hydrochloride), C([O-])([O-])=O.[K+].[K+] (potassium carbonate), CN(C=O)C (N,N-dimethylformamide). Run in O (water). Reaction conditions: temperature 90 celsius, time 6 hour. The product is CC=1SC=C(N1)COC1=CC=C(CN2C=C(C(=C2)C2=CC=CC=C2)CCC(=O)OCC)C=C1 (ethyl 3-[1-[4-(2-methyl-4-thiazolylmethoxy)benzyl]-4-phenyl-3-pyrrolyl]propionate). The yield is 81.1%. As a reaction SMILES: [OH:1][C:2]1[CH:26]=[CH:25][C:5]([CH2:6][N:7]2[CH:11]=[C:10]([C:12]3[CH:17]=[CH:16][CH:15]=[CH:14][CH:13]=3)[C:9]([CH2:18][CH2:19][C:20]([O:22][CH2:23][CH3:24])=[O:21])=[CH:8]2)=[CH:4][CH:3]=1.Cl.Cl[CH2:29][C:30]1[N:31]=[C:32]([CH3:35])[S:33][CH:34]=1.C(=O)([O-])[O-].[K+].[K+].CN(C)C=O>O>[CH3:35][C:32]1[S:33][CH:34]=[C:30]([CH2:29][O:1][C:2]2[CH:26]=[CH:25][C:5]([CH2:6][N:7]3[CH:11]=[C:10]([C:12]4[CH:17]=[CH:16][CH:15]=[CH:14][CH:13]=4)[C:9]([CH2:18][CH2:19][C:20]([O:22][CH2:23][CH3:24])=[O:21])=[CH:8]3)=[CH:4][CH:3]=2)[N:31]=1 |f:1.2,3.4.5|. Reported procedure: A mixture of ethyl 3-[1-(4-hydroxybenzyl)-4-phenyl-3-pyrrolyl]propionate (349 mg), 4-chloromethyl-2-methylthiazole hydrochloride (276 mg), potassium carbonate (276 mg) and N,N-dimethylformamide (5 ml) was stirred at 90° C. for 6 hours. The reaction mixture was poured into water, which was extracted with ethyl acetate. The ethyl acetate layer was washed with saturated aqueous sodium chloride solution, dried (MgSO4), and concentrated. The residue was subjected to silica gel column chromatograpy, a... Reactants: C1OC23[C@]4(C)[C@@H](CC2(OCCO3)OC1)[C@@H]1C\C(\C3CCCC[C@]3(C)[C@H]1CC4)=N/OC (17,17-bis(ethylendioxy)-6-(E)-methoxyiminoandrostane), C=C1C[C@H]2[C@@H]3CCC([C@@]3(C)CC[C@@H]2[C@]2(CCC(CC12)=O)C)=O (6-methyleneandrostane-3,17-dione). The product is CO\N=C\1/C[C@H]2[C@@H]3CCC([C@@]3(C)CC[C@@H]2[C@]2(CCC(CC12)=O)C)=O (6-(E)-Methoxyiminoandrostane-3,17-dione). Yield: 70.0%. RXN SMILES: C1CO[C:8]23OCC[O:12][C:3]2([C@:4]2([CH2:27][CH2:26][C@H:25]4[C@@H:15]([CH2:16]/[C:17](=[N:28]\[O:29][CH3:30])/[CH:18]5[C@:23]4([CH3:24])[CH2:22][CH2:21][CH2:20][CH2:19]5)[C@@H:6]2[CH2:7]3)[CH3:5])O1.C=C1C2[C@](C)(CCC(=[O:50])C2)[C@@H]2[C@H]([C@H]3[C@@](CC2)(C)C(=O)CC3)C1>>[CH3:30][O:29]/[N:28]=[C:17]1\[CH2:16][C@@H:15]2[C@@H:25]([C@:23]3([CH3:24])[CH:18]\1[CH2:19][C:20](=[O:50])[CH2:21][CH2:22]3)[CH2:26][CH2:27][C@@:4]1([CH3:5])[C@H:6]2[CH2:7][CH2:8][C:3]1=[O:12]. Procedure: The title compound II-ao was prepared in 70% yield from 3,3:17,17-bis(ethylendioxy)-6-(E)-methoxyiminoandrostane by the procedure described above for the preparation of 6-methyleneandrostane-3,17-dione (II-ac, Prepn. 13). The combined organic extracts were washed with H2O, dried over Na2SO4 and evaporated to dryness. 1H-NMR (300 MHz, acetone-d6, ppm from TMS): δ 3.78 (3H, s), 3.37 (1H, dd), 2.68-1.14 (19H, m), 1.01 (3H, s), 0.98 (3H, s). Product: CN[C@@H](CC(C)C)C(=O)N[C@@H]1CC[C@H]2CN(C[C@H]21)C2=NC=C(C=C2)C(F)(F)F (N2-methyl-N-{(3aS,4R,6aR)-2-[5-(trifluoromethyl)pyridin-2-yl]octahydrocyclopenta[c]pyrrol-4-yl}-L-leucinamide). Procedure: The title compound was prepared by substituting tert-butyl methyl((S)-4-methyl-1-((3aS,4R,6aR)-octahydrocyclopenta[c]pyrrol-4-ylamino)-1-oxopentan-2-yl)carbamate from Example 349 for (2S,4S)-tert-butyl 4-fluoro-2-((3aR,4S,6aS)-octahydrocyclopenta[c]pyrrol-4-ylcarbamoyl)pyrrolidine-1-carboxylate and 2-bromo-5-(trifluoromethyl)pyridine for 2-bromo-4-(trifluoromethyl)pyridine in the procedure described in Example 637: 1H NMR (500 MHz, pyridine-d5) δ ppm 8.62 (dd, J=1.6, 0.7, 1H), 8.37 (d, J=7.5, 1H... Reactants: F[C@H]1C[C@H](N(C1)C(=O)OC(C)(C)C)C(N[C@H]1CC[C@@H]2CNC[C@@H]21)=O ((2S,4S)-tert-butyl 4-fluoro-2-((3aR,4S,6aS)-octahydrocyclopenta[c]pyrrol-4-ylcarbamoyl)pyrrolidine-1-carboxylate), BrC1=NC=C(C=C1)C(F)(F)F (2-bromo-5-(trifluoromethyl)pyridine), BrC1=NC=CC(=C1)C(F)(F)F (2-bromo-4-(trifluoromethyl)pyridine). Reaction SMILES: F[C@@H:2]1[CH2:6][N:5]([C:7](OC(C)(C)C)=O)[C@H:4]([C:14](=[O:24])[NH:15][C@@H:16]2[C@@H:23]3[C@@H:19]([CH2:20][NH:21][CH2:22]3)[CH2:18][CH2:17]2)[CH2:3]1.Br[C:26]1[CH:31]=[CH:30][C:29]([C:32]([F:35])([F:34])[F:33])=[CH:28][N:27]=1.Br[C:37]1C=C(C(F)(F)F)C=CN=1>>[CH3:7][NH:5][C@H:4]([C:14]([NH:15][C@H:16]1[C@H:23]2[C@H:19]([CH2:20][N:21]([C:26]3[CH:31]=[CH:30][C:29]([C:32]([F:35])([F:34])[F:33])=[CH:28][N:27]=3)[CH2:22]2)[CH2:18][CH2:17]1)=[O:24])[CH2:3][CH:2]([CH3:6])[CH3:37]. Reactants: C1COCCO1, O=P(Cl)(c1ccccc1)c1ccccc1, Cl, NO, [Na+], [OH-], O. Product: NOP(=O)(c1ccccc1)c1ccccc1. Reaction SMILES: [CH2:22]1[O:23][CH2:24][CH2:25][O:26][CH2:27]1.[Cl:6][P:7]([c:8]1[cH:9][cH:10][cH:11][cH:12][cH:13]1)([c:14]1[cH:15][cH:16][cH:17][cH:18][cH:19]1)=[O:20].[ClH:1].[NH2:2][OH:3].[Na+:5].[OH-:4].[OH2:21]>>[NH2:2][O:3][P:7]([c:8]1[cH:9][cH:10][cH:11][cH:12][cH:13]1)([c:14]1[cH:15][cH:16][cH:17][cH:18][cH:19]1)=[O:20]. Starting materials: CCSc1nc(-c2ccccc2)c(-c2ccccc2)o1, ClCCl, O=C(OO)c1cccc(Cl)c1. Product: CCS(=O)c1nc(-c2ccccc2)c(-c2ccccc2)o1. As a reaction SMILES: [CH2:1]([CH3:2])[S:3][c:4]1[o:5][c:6](-[c:15]2[cH:16][cH:17][cH:18][cH:19][cH:20]2)[c:7](-[c:9]2[cH:10][cH:11][cH:12][cH:13][cH:14]2)[n:8]1.[CH2:32]([Cl:33])[Cl:34].[Cl:21][c:22]1[cH:23][c:24]([C:29](=[O:26])[O:30][OH:31])[cH:25][cH:27][cH:28]1>>[CH2:1]([CH3:2])[S:3]([c:4]1[o:5][c:6](-[c:15]2[cH:16][cH:17][cH:18][cH:19][cH:20]2)[c:7](-[c:9]2[cH:10][cH:11][cH:12][cH:13][cH:14]2)[n:8]1)=[O:26]. Reactants: [N+](=O)([O-])C=1C(=NC(=NC1)C=1C=NN2C1C=NC=C2)O (5-nitro-2-(pyrazolo[1,5-a]pyrazin-3-yl)pyrimidin-4-ol), P(=O)(Cl)(Cl)Cl (phosphoryl trichloride). Run at temperature 90 celsius, time 2 hour. Yields the product ClC1=NC(=NC=C1[N+](=O)[O-])C=1C=NN2C1C=NC=C2 (3-(4-Chloro-5-nitropyrimidin-2-yl)pyrazolo[1,5-a]pyrazine). Yield: 86.0%. RXN SMILES: [N+:1]([C:4]1[C:5](O)=[N:6][C:7]([C:10]2[CH:11]=[N:12][N:13]3[CH:18]=[CH:17][N:16]=[CH:15][C:14]=23)=[N:8][CH:9]=1)([O-:3])=[O:2].P(Cl)(Cl)([Cl:22])=O>>[Cl:22][C:5]1[C:4]([N+:1]([O-:3])=[O:2])=[CH:9][N:8]=[C:7]([C:10]2[CH:11]=[N:12][N:13]3[CH:18]=[CH:17][N:16]=[CH:15][C:14]=23)[N:6]=1. Procedure: A suspension of 5-nitro-2-(pyrazolo[1,5-a]pyrazin-3-yl)pyrimidin-4-ol (Preparation 24d, 1.50 g, 5.8 mmol) in phosphoryl trichloride (12 mL) was stirred and heated to 90° C. in a sealed tube. After 2 hours, the mixture was concentrated in vacuo and the residue was azeotroped with toluene. The resultant solid was treated with saturated aqueous sodium hydrogen carbonate solution and, upon scratching, a solid formed which was filtered, washed with water (40 mL) and dried to give the title compound (... The reactants are ClC1=CC(=CC(=C1)[N+](=O)[O-])[N+](=O)[O-] (1-Chloro-3,5-dinitro-benzene), C1(O)=CC=C(O)C=C1 (hydroquinone), C(=O)([O-])[O-].[K+].[K+] (K2CO3). Solvent: CN(C)C=O (DMF), O (H2O). The product is ClC=1C=C(OC2=CC=C(C=C2)O)C=C(C1)[N+](=O)[O-] (4-(3-Chloro-5-nitro-phenoxy)-phenol). Reaction SMILES: [Cl:1][C:2]1[CH:7]=[C:6]([N+:8]([O-:10])=[O:9])[CH:5]=[C:4]([N+]([O-])=O)[CH:3]=1.[C:14]1([CH:21]=[CH:20][C:18]([OH:19])=[CH:17][CH:16]=1)[OH:15].C([O-])([O-])=O.[K+].[K+]>CN(C=O)C.O>[Cl:1][C:2]1[CH:3]=[C:4]([CH:5]=[C:6]([N+:8]([O-:10])=[O:9])[CH:7]=1)[O:15][C:14]1[CH:21]=[CH:20][C:18]([OH:19])=[CH:17][CH:16]=1 |f:2.3.4|. Reported procedure: The product from Example 193a (1.00 g, 5.0 mmol), hydroquinone (0.50 g, 4.5 mmol) and K2CO3 (0.78 g, 5.6 mmol) in DMF (10 ml) was heated at 110° C. for 3.5 hours. The reaction mixture was cooled to room temperature, diluted with H2O and then extracted with EtOAc. The extract was washed with H2O and brine, dried over MgSO4, filtered and concentrated under vacuum giving the title compound. The residue was treated with i-Pr2O and insoluble material was filtered off. The filtrate was evaporated and ... Reactants: Bis-Tris SDS, 200V, C1COCCN1CCS(=O)(=O)O.CCCCCCCCCCCCOS(=O)(=O)[O-].[Na+] (MES SDS), 5810R, CCN(CC1=CC(=CC=C1)S(=O)(=O)O)C2=CC=C(C=C2)C(=C3C=CC(=[N+](CC)CC4=CC(=CC=C4)S(=O)(=O)[O-])C=C3)C5=CC=C(C=C5)NC6=CC=C(C=C6)OCC.[Na+] (Coomassie Blue R-250). Run at time 20 minute. Product: CCCCCCCCCCCCOS(=O)(=O)[O-].[Na+] (SDS). As a reaction SMILES: CCN(C1C=CC(C(C2C=CC(NC3C=CC(OCC)=CC=3)=CC=2)=C2C=CC(=[N+](CC3C=CC=C(S([O-])(=O)=O)C=3)CC)C=C2)=CC=1)CC1C=CC=C(S(O)(=O)=O)C=1.[Na+:58].C1N(CCS(O)(=O)=O)CCOC1.[CH3:71][CH2:72][CH2:73][CH2:74][CH2:75][CH2:76][CH2:77][CH2:78][CH2:79][CH2:80][CH2:81][CH2:82][O:83][S:84]([O-:87])(=[O:86])=[O:85].[Na+]>>[CH3:71][CH2:72][CH2:73][CH2:74][CH2:75][CH2:76][CH2:77][CH2:78][CH2:79][CH2:80][CH2:81][CH2:82][O:83][S:84]([O-:87])(=[O:86])=[O:85].[Na+:58] |f:0.1,2.3.4,5.6|. Procedure: A protein gel was run to visualize the fractionated protein. 10-20 μl of each sample was loaded onto a pre-cast 10% Bis-Tris SDS-PAGE gel (Invitrogen, cat# NP0302BOX) for electrophoresis using the XCell SureLock™ Mini-Cell (Invitrogen, cat# EI0001). The samples were run for 35 minutes at 200V in MES-SDS running buffer (Invitrogen, cat# NP0002). The gel was stained with Coomassie Blue R-250 (Bio-Rad, cat#161-0436), as illustrated in FIG. 3. Fractions containing gamma-zein/YFP samples were pooled ... The reactants are CC(=O)O, CCOC(=O)C(C)Oc1ccc(Sc2ccccc2C(F)(F)F)cc1, [Na+], OO, O=S(=O)(O)O, O=S([O-])O. The product is CCOC(=O)C(C)Oc1ccc(S(=O)c2ccccc2C(F)(F)F)cc1. As a reaction SMILES: [CH3:38][C:39](=[O:40])[OH:41].[F:1][C:2]([c:3]1[c:4]([S:9][c:10]2[cH:11][cH:12][c:13]([O:14][CH:15]([C:16](=[O:17])[O:18][CH2:19][CH3:20])[CH3:21])[cH:22][cH:23]2)[cH:5][cH:6][cH:7][cH:8]1)([F:24])[F:25].[Na+:37].[OH:31][OH:32].[S:26]([OH:27])(=[O:28])(=[O:29])[OH:30].[S:33](=[O:34])([OH:35])[O-:36]>>[F:1][C:2]([c:3]1[c:4]([S:9]([c:10]2[cH:11][cH:12][c:13]([O:14][CH:15]([C:16](=[O:17])[O:18][CH2:19][CH3:20])[CH3:21])[cH:22][cH:23]2)=[O:27])[cH:5][cH:6][cH:7][cH:8]1)([F:24])[F:25]. The reactants are COc1ccc(O)cc1, CS(C)=O, CCOC(=O)C1=Cc2cc(Cl)c(F)cc2OC1C(F)(F)F, [K+], [K+], O=C([O-])[O-], O. Product: CCOC(=O)C1=Cc2cc(Cl)c(Oc3ccc(OC)cc3)cc2OC1C(F)(F)F. Reaction SMILES: [CH3:22][O:23][c:24]1[cH:25][cH:26][c:27]([OH:30])[cH:28][cH:29]1.[CH3:37][S:38]([CH3:39])=[O:40].[Cl:1][c:2]1[c:3]([F:21])[cH:4][c:5]2[c:6]([cH:20]1)[CH:7]=[C:8]([C:15](=[O:16])[O:17][CH2:18][CH3:19])[CH:9]([C:11]([F:12])([F:13])[F:14])[O:10]2.[K+:31].[K+:32].[O-:33][C:34]([O-:35])=[O:36].[OH2:41]>>[Cl:1][c:2]1[c:3]([O:30][c:27]2[cH:26][cH:25][c:24]([O:23][CH3:22])[cH:29][cH:28]2)[cH:4][c:5]2[c:6]([cH:20]1)[CH:7]=[C:8]([C:15](=[O:16])[O:17][CH2:18][CH3:19])[CH:9]([C:11]([F:12])([F:13])[F:14])[O:10]2.